From a dataset of the Open Reaction Database (ORD), a public repository of structured organic reaction records. describe an organic reaction: reactants, conditions, products, and yield The reactants are CCOC(=O)C(C(=O)OCC)C(=O)OCC, CP(C)C, Cc1ccccc1, CC(C)c1nc2c(n1Cc1ccc(Cl)cc1)C(O)CC2, CC(C)OC(=O)N=NC(=O)OC(C)C, C1CCOC1. Yields the product CCOC(=O)C(C(=O)OCC)(C(=O)OCC)C1CCc2nc(C(C)C)n(Cc3ccc(Cl)cc3)c21. As a reaction SMILES: [CH2:21]([CH3:22])[O:23][C:24](=[O:25])[CH:26]([C:27](=[O:28])[O:29][CH2:30][CH3:31])[C:32](=[O:33])[O:34][CH2:35][CH3:36].[CH3:37][P:38]([CH3:39])[CH3:40].[CH3:55][c:56]1[cH:57][cH:58][cH:59][cH:60][cH:61]1.[Cl:1][c:2]1[cH:3][cH:4][c:5]([CH2:8][n:9]2[c:10]([CH:18]([CH3:19])[CH3:20])[n:11][c:12]3[c:13]2[CH:14]([OH:17])[CH2:15][CH2:16]3)[cH:6][cH:7]1.[O:41]=[C:42]([O:43][CH:44]([CH3:45])[CH3:46])[N:47]=[N:48][C:49]([O:50][CH:51]([CH3:52])[CH3:53])=[O:54].[O:62]1[CH2:63][CH2:64][CH2:65][CH2:66]1>>[Cl:1][c:2]1[cH:3][cH:4][c:5]([CH2:8][n:9]2[c:10]([CH:18]([CH3:19])[CH3:20])[n:11][c:12]3[c:13]2[CH:14]([C:26]([C:24]([O:23][CH2:21][CH3:22])=[O:25])([C:27](=[O:28])[O:29][CH2:30][CH3:31])[C:32](=[O:33])[O:34][CH2:35][CH3:36])[CH2:15][CH2:16]3)[cH:6][cH:7]1. The reactants are C(CC)(=O)O[C@@H]1[C@]2(C)[C@@H](CC1)[C@@H]1CCC3=CCC[C@@H]([C@]3(CO)[C@H]1CC2)C (1α-methyl-4-androstene-17β,19-diol 17-propionate), CC(=O)C.OS(=O)(=O)O.O=[Cr](=O)=O (Jones Reagent), S(=O)([O-])[O-].[Na+].[Na+] (sodium sulfite). The solvent is CN(C=O)C (dimethylformamide). Run at temperature 40 celsius, time 5 hour. Product: C(CC)(=O)O.O[C@@H]1[C@]2(C)[C@@H](CC1)[C@@H]1CCC3=CCC[C@@H]([C@]3(C=O)[C@H]1CC2)C (17β-hydroxy-1α-methyl-4-androsten-19-one propionate). RXN SMILES: [C:1]([O:5][C@H:6]1[CH2:11][CH2:10][C@H:9]2[C@H:12]3[C@H:23]([CH2:24][CH2:25][C@:7]12[CH3:8])[C@:20]1([CH2:21][OH:22])[C:15](=[CH:16][CH2:17][CH2:18][C@@H:19]1[CH3:26])[CH2:14][CH2:13]3)(=[O:4])[CH2:2][CH3:3].CC(C)=O.OS(O)(=O)=O.O=[Cr](=O)=O.S([O-])([O-])=O.[Na+].[Na+]>CN(C)C=O>[C:1]([OH:5])(=[O:4])[CH2:2][CH3:3].[OH:5][C@H:6]1[CH2:11][CH2:10][C@H:9]2[C@H:12]3[C@H:23]([CH2:24][CH2:25][C@:7]12[CH3:8])[C@:20]1([CH:21]=[O:22])[C:15](=[CH:16][CH2:17][CH2:18][C@@H:19]1[CH3:26])[CH2:14][CH2:13]3 |f:1.2.3,4.5.6,8.9|. Procedure: To a solution of 1α-methyl-4-androstene-17β,19-diol 17-propionate in dimethylformamide at 40° C. is rapidly added one equivalent of Jones Reagent. The solution is stirred for about 5 hours at 40° C., cooled and a 1% aqueous sodium sulfite solution is added. The precipitate is collected, washed well with water and crystallized from hexane to yield 17β-hydroxy-1α-methyl-4-androsten-19-one propionate.